Dataset: the Open Reaction Database (ORD), a public repository of structured organic reaction records. Task: describe an organic reaction: reactants, conditions, products, and yield The reactants are C(C)(C)(C)OC(NC1C(CCC1)OC1=C(C=CC(=C1)F)NC=1C2=C(N=CN1)SC(=C2C)C(N)=O)=O ({2-(2-(6-carbamoyl-5-methyl-thieno[2,3-d]pyrimidin-4-ylamino)-5-fluoro-phenoxy]-cyclopentyl}-carbamic acid tert-butyl ester), FC(C(=O)O)(F)F (trifluoroacetic acid). Run in C(Cl)Cl (DCM). Yields the product N[C@@H]1[C@H](CCC1)OC1=C(C=CC(=C1)F)NC=1C2=C(N=CN1)SC(=C2C)C(=O)N ((1S,2S) 4-[2-(2-Amino-cyclopentyloxy)-4-fluoro-phenylamino]-5-methyl thieno[2,3-d]pyrimidine-6-carboxylic acid amide). RXN SMILES: C(OC(=O)[NH:7][CH:8]1[CH2:12][CH2:11][CH2:10][CH:9]1[O:13][C:14]1[CH:19]=[C:18]([F:20])[CH:17]=[CH:16][C:15]=1[NH:21][C:22]1[C:23]2[C:30]([CH3:31])=[C:29]([C:32](=[O:34])[NH2:33])[S:28][C:24]=2[N:25]=[CH:26][N:27]=1)(C)(C)C.FC(F)(F)C(O)=O>C(Cl)Cl>[NH2:7][C@H:8]1[CH2:12][CH2:11][CH2:10][C@@H:9]1[O:13][C:14]1[CH:19]=[C:18]([F:20])[CH:17]=[CH:16][C:15]=1[NH:21][C:22]1[C:23]2[C:30]([CH3:31])=[C:29]([C:32]([NH2:33])=[O:34])[S:28][C:24]=2[N:25]=[CH:26][N:27]=1. Reported procedure: A reaction mixture of 2.1 g 1S,2S) {2-(2-(6-carbamoyl-5-methyl-thieno[2,3-d]pyrimidin-4-ylamino)-5-fluoro-phenoxy]-cyclopentyl}-carbamic acid tert-butyl ester, and 1.24 ml trifluoroacetic acid in 50 ml DCM was stirred for 3 days at 46° C. The mixture was concentrated, diluted with toluenel and concentrated. The residue was extracted with DCM and water, whereby the water layer had the pH range of 10. The organic layer was dried and concentrated in vacuo. The residue was purified by chromatography... Reported procedure: To a solution of 0.43 g (0.86 mmol) of tert-butyl 4-[2-(4-fluorophenyl)-7,8-dimethyl-3-pyrid-4-ylimidazo[1,2-b]pyridazin-6-yl]piperazine-1-carboxylate in 5 mL of dichloromethane at 0° C. is added dropwise 0.64 mL (8.6 mmol) of trifluoroacetic acid. After stirring for 4 hours at room temperature, a further 0.64 mL (8.6 mmol) of trifluoroacetic acid is added and the reaction mixture is left for 18 hours. The solvent is then removed under reduced pressure and the residue is taken up in water. The r... Isolated yield 82.3%. Solvent: ClCCl (dichloromethane). Run at time 4 hour. The product is FC1=CC=C(C=C1)C=1N=C2N(N=C(C(=C2C)C)N2CCNCC2)C1C1=CC=NC=C1 (2-(4-Fluorophenyl)-7,8-dimethyl-6-piperazin-1-yl-3-pyrid-4-ylimidazo[1,2-b]pyridazine). Reaction SMILES: [F:1][C:2]1[CH:7]=[CH:6][C:5]([C:8]2[N:9]=[C:10]3[C:15]([CH3:16])=[C:14]([CH3:17])[C:13]([N:18]4[CH2:23][CH2:22][N:21](C(OC(C)(C)C)=O)[CH2:20][CH2:19]4)=[N:12][N:11]3[C:31]=2[C:32]2[CH:37]=[CH:36][N:35]=[CH:34][CH:33]=2)=[CH:4][CH:3]=1.FC(F)(F)C(O)=O>ClCCl>[F:1][C:2]1[CH:7]=[CH:6][C:5]([C:8]2[N:9]=[C:10]3[C:15]([CH3:16])=[C:14]([CH3:17])[C:13]([N:18]4[CH2:23][CH2:22][NH:21][CH2:20][CH2:19]4)=[N:12][N:11]3[C:31]=2[C:32]2[CH:33]=[CH:34][N:35]=[CH:36][CH:37]=2)=[CH:4][CH:3]=1. The reactants are FC1=CC=C(C=C1)C=1N=C2N(N=C(C(=C2C)C)N2CCN(CC2)C(=O)OC(C)(C)C)C1C1=CC=NC=C1 (tert-butyl 4-[2-(4-fluorophenyl)-7,8-dimethyl-3-pyrid-4-ylimidazo[1,2-b]pyridazin-6-yl]piperazine-1-carboxylate), FC(C(=O)O)(F)F (trifluoroacetic acid), FC(C(=O)O)(F)F (trifluoroacetic acid). Starting materials: CO (methanol), above crude product, COC1=CC=C2C(CC(OC2=C1CCN1CCC(CC1)N1C=CC2=CC=C(C=C12)C(=O)OC)(C)C)=O (methyl 1-{1-[2-(7-methoxy-2,2-dimethyl-4-oxochroman-8-yl)ethyl]piperidin-4-yl}-1H-indole-6-carboxylate), [OH-].[Na+] (sodium hydroxide). Solvent: O1CCCC1 (tetrahydrofuran). Run at temperature 40 celsius, time 20.5 hour. The product is COC1=CC=C2C(CC(OC2=C1CCN1CCC(CC1)N1C=CC2=CC=C(C=C12)C(=O)O)(C)C)=O (1-{1-[2-(7-methoxy-2.2-dimethyl-4-oxochroman-8-yl)ethyl]piperidin-4-yl}-1H-indole-6-carboxylic acid). Reaction SMILES: [CH3:1][O:2][C:3]1[C:12]([CH2:13][CH2:14][N:15]2[CH2:20][CH2:19][CH:18]([N:21]3[C:29]4[C:24](=[CH:25][CH:26]=[C:27]([C:30]([O:32]C)=[O:31])[CH:28]=4)[CH:23]=[CH:22]3)[CH2:17][CH2:16]2)=[C:11]2[C:6]([C:7](=[O:36])[CH2:8][C:9]([CH3:35])([CH3:34])[O:10]2)=[CH:5][CH:4]=1.[OH-].[Na+].CO>O1CCCC1>[CH3:1][O:2][C:3]1[C:12]([CH2:13][CH2:14][N:15]2[CH2:16][CH2:17][CH:18]([N:21]3[C:29]4[C:24](=[CH:25][CH:26]=[C:27]([C:30]([OH:32])=[O:31])[CH:28]=4)[CH:23]=[CH:22]3)[CH2:19][CH2:20]2)=[C:11]2[C:6]([C:7](=[O:36])[CH2:8][C:9]([CH3:34])([CH3:35])[O:10]2)=[CH:5][CH:4]=1 |f:1.2|. Procedure details: 4.0 g of the above crude product of methyl 1-{1-[2-(7-methoxy-2,2-dimethyl-4-oxochroman-8-yl)ethyl]piperidin-4-yl}-1H-indole-6-carboxylate was dissolved in 40.0 mL of tetrahydrofuran and added with 16 mL of 1 N aqueous sodium hydroxide. 20 mL of methanol was added to remove the separation of layers of the reaction mixture, and the reaction mixture was stirred at 40° C. for about 20.5 hours. When the reaction mixture was cooled with an ice-water bath and the pH was adjusted to 7 with 15 mL of 1 N... The reactants are COC=1C=C2C(CC(N(C2=CC1)C)=O)(C)C (6-methoxy-1,4,4-trimethyl-3,4-dihydro-1H-quinolin-2-one), [Cl-].[Al+3].[Cl-].[Cl-] (aluminum chloride), COC(Cl)Cl (α,α-dichloromethyl methyl ether). The solvent is C(Cl)Cl (methylene chloride). Conditions: time 0.25 hour. Product: COC=1C=C2C(CC(N(C2=CC1C=O)C)=O)(C)C (6-Methoxy-1,4,4-trimethyl-3,4-dihydro-1H-quinolin-2-one-7-carboxaldehyde). Reaction SMILES: [Cl-].[Al+3].[Cl-].[Cl-].[CH3:5][O:6][C:7]1[CH:8]=[C:9]2[C:14](=[CH:15][CH:16]=1)[N:13]([CH3:17])[C:12](=[O:18])[CH2:11][C:10]2([CH3:20])[CH3:19].[CH3:21][O:22]C(Cl)Cl>C(Cl)Cl>[CH3:5][O:6][C:7]1[CH:8]=[C:9]2[C:14](=[CH:15][C:16]=1[CH:21]=[O:22])[N:13]([CH3:17])[C:12](=[O:18])[CH2:11][C:10]2([CH3:20])[CH3:19] |f:0.1.2.3|. Procedure details: To a flame dried round bottom flask equipped with a nitrogen cap was added 89 mg (66 mmol) aluminum chloride and 5 ml of methylene chloride (CHCl2). The mixture was stirred at ambient temperature for 0.25 hour and then cooled to 0° C. followed by the addition of 75 mg (0.34 mmol) 6-methoxy-1,4,4-trimethyl-3,4-dihydro-1H-quinolin-2-one. The reaction mixture was stirred for 10 minutes at this temperature and was then treated with 84 μl (0.93 mmol) of α,α-dichloromethyl methyl ether before allowing...